Dataset: the Open Reaction Database (ORD), a public repository of structured organic reaction records. Task: describe an organic reaction: reactants, conditions, products, and yield Reactants: C(C)(=O)N1C(CC(C2=CC(=CC=C12)C(=O)O)NC1=CC=C(C=C1)N1CCOCC1)C (1-acetyl-4-[(4-morpholinophenyl)amino]-2-methyl-1,2,3,4-tetrahydroquinoline-6-carboxylic acid), O.NN (hydrazine monohydrate), C(O)([O-])=O.[Na+] (sodium hydrogen carbonate), Cl (HCl), C=1C=CC2=C(C1)N=NN2O (HOBt). Solvent: ClCCl (dichloromethane), O (H2O). Run at time 8 hour. Yields the product C(C)(=O)N1C(CC(C2=CC(=CC=C12)C(=O)NN)NC1=CC=C(C=C1)N1CCOCC1)C (1-acetyl-4-[(4-morpholinophenyl)amino]-2-methyl-1,2,3,4-tetrahydroquinoline-6-carbohydrazide). Reaction SMILES: [C:1]([N:4]1[C:13]2[C:8](=[CH:9][C:10]([C:14](O)=[O:15])=[CH:11][CH:12]=2)[CH:7]([NH:17][C:18]2[CH:23]=[CH:22][C:21]([N:24]3[CH2:29][CH2:28][O:27][CH2:26][CH2:25]3)=[CH:20][CH:19]=2)[CH2:6][CH:5]1[CH3:30])(=[O:3])[CH3:2].Cl.C1C=CC2N(O)[N:39]=[N:38]C=2C=1.O.NN.C(=O)([O-])O.[Na+]>ClCCl.O>[C:1]([N:4]1[C:13]2[C:8](=[CH:9][C:10]([C:14]([NH:38][NH2:39])=[O:15])=[CH:11][CH:12]=2)[CH:7]([NH:17][C:18]2[CH:23]=[CH:22][C:21]([N:24]3[CH2:25][CH2:26][O:27][CH2:28][CH2:29]3)=[CH:20][CH:19]=2)[CH2:6][CH:5]1[CH3:30])(=[O:3])[CH3:2] |f:3.4,5.6|. Reported procedure: [Step 4] 102 mg of 1-acetyl-4-[(4-morpholinophenyl)amino]-2-methyl-1,2,3,4-tetrahydroquinoline-6-carboxylic acid, 125 mg of WSCD.HCl, and 72 mg of HOBt.H2O were dissolved in 1 mL of dichloromethane, and 0.12 mL of hydrazine monohydrate was added to the solution. The mixture was stirred overnight at room temperature. After completion of the reaction, a saturated aqueous solution of sodium hydrogen carbonate was added to the mixture, and the mixture was extracted three times with chloroform. The e... RXN SMILES: [C:9]([CH3:10])(=[O:11])[O:12][C:13]([CH:14]=[CH2:15])([CH2:16][CH2:17][CH:18]=[C:19]([CH3:20])[CH3:21])[CH3:22].[CH2:36]1[O:37][CH2:38][CH2:39][CH2:40]1.[CH:1]([N-:2][CH:3]([CH3:4])[CH3:5])([CH3:6])[CH3:7].[Li+:8].[c:23]1([C:33](=[O:34])[Cl:35])[cH:24][cH:25][cH:26][c:27]2[cH:28][cH:29][cH:30][cH:31][c:32]12>>[C:9]([CH2:10][C:33]([c:23]1[cH:24][cH:25][cH:26][c:27]2[cH:28][cH:29][cH:30][cH:31][c:32]12)=[O:34])(=[O:11])[O:12][C:13]([CH:14]=[CH2:15])([CH2:16][CH2:17][CH:18]=[C:19]([CH3:20])[CH3:21])[CH3:22]. The product is C=CC(C)(CCC=C(C)C)OC(=O)CC(=O)c1cccc2ccccc12. Reactants: C=CC(C)(CCC=C(C)C)OC(C)=O, C1CCOC1, CC(C)[N-]C(C)C, [Li+], O=C(Cl)c1cccc2ccccc12. Starting materials: C(C)C=1C=NC(=NC1)NCCC1=CC(=C(C=C1)OC)C(F)(F)F (5-ethyl-N-{2-[4-methoxy-3-(trifluoromethyl)phenyl]ethyl}pyrimidin-2-amine), FC(OC1=CC=C(CBr)C=C1)(F)F (4-trifluoromethoxy benzyl bromide). The product is C(C)C=1C=NC(=NC1)N(CCC1=CC(=C(C=C1)O)C(F)(F)F)CC1=CC=C(C=C1)OC(F)(F)F (4-(2-{(5-Ethylpyrimidin-2-yl)[4-(trifluoromethoxy)benzyl]amino}ethyl)-2-(trifluoromethyl)phenol). Reaction SMILES: [CH2:1]([C:3]1[CH:4]=[N:5][C:6]([NH:9][CH2:10][CH2:11][C:12]2[CH:17]=[CH:16][C:15]([O:18]C)=[C:14]([C:20]([F:23])([F:22])[F:21])[CH:13]=2)=[N:7][CH:8]=1)[CH3:2].[F:24][C:25]([F:36])([F:35])[O:26][C:27]1[CH:34]=[CH:33][C:30]([CH2:31]Br)=[CH:29][CH:28]=1>>[CH2:1]([C:3]1[CH:4]=[N:5][C:6]([N:9]([CH2:31][C:30]2[CH:33]=[CH:34][C:27]([O:26][C:25]([F:24])([F:35])[F:36])=[CH:28][CH:29]=2)[CH2:10][CH2:11][C:12]2[CH:17]=[CH:16][C:15]([OH:18])=[C:14]([C:20]([F:23])([F:22])[F:21])[CH:13]=2)=[N:7][CH:8]=1)[CH3:2]. Reported procedure: Similarly prepared from 5-ethyl-N-{2-[4-methoxy-3-(trifluoromethyl)phenyl]ethyl}pyrimidin-2-amine and 4-trifluoromethoxy benzyl bromide. The reactants are BrC1=NC=CC=C1 (2-bromopyridine), C(CC#C)C=1OC2=C(N1)C(=CC=C2)F (2-(but-3-ynyl)-4-fluorobenzo[d]oxazole). Yields the product FC1=CC=CC2=C1N=C(O2)CCC#CC2=NC=CC=C2 (4-fluoro-2-(4-(pyridin-2-yl)but-3-ynyl)benzo[d]oxazole). Yield: 50000.0%. As a reaction SMILES: Br[C:2]1[CH:7]=[CH:6][CH:5]=[CH:4][N:3]=1.[CH2:8]([C:12]1[O:13][C:14]2[CH:20]=[CH:19][CH:18]=[C:17]([F:21])[C:15]=2[N:16]=1)[CH2:9][C:10]#[CH:11]>>[F:21][C:17]1[C:15]2[N:16]=[C:12]([CH2:8][CH2:9][C:10]#[C:11][C:2]3[CH:7]=[CH:6][CH:5]=[CH:4][N:3]=3)[O:13][C:14]=2[CH:20]=[CH:19][CH:18]=1. Procedure details: The title compound was prepared in accordance with the general method of Example 1, from 2-bromopyridine (29.2 mg, 0.18 mmol) and 2-(but-3-ynyl)-4-fluorobenzo[d]oxazole (35 mg, 0.18 mmol). The crude residue was purified by flash chromatography (DCM/MeOH 99:1 to 98:2) to yield 24 mg (90 mmol, 49%) of 4-fluoro-2-(4-(pyridin-2-yl)but-3-ynyl)benzo[d]oxazole as an orange solid (M.P.=89-89.5° C.). Reactants: C(C)C1=NC(=CC2=CC(=C(C=C12)OC)OC)O (1-ethyl-6,7-dimethoxyisoquinolin-3-ol), 47022, Cl.ClCC=1C(=NC2=CC=C(C=C2C1)OCC1CC1)NCCNC(C)=O (N-(2-(3-(chloromethyl)-6-(cyclopropylmethoxy)quinolin-2-ylamino)ethyl)acetamide hydrochloride), Cl.ClCC=1C(=NC2=CC=C(C=C2C1)OCC1CC1)NCCNC(C)=O (N-(2-(3-(Chloromethyl)-6-(cyclopropylmethoxy)quinolin-2-ylamino)ethyl)acetamide hydrochloride), [Li+].[OH-] (LiOH). Solvent: C1CCOC1 (THF). Run at temperature 160 celsius, time 1.5 hour. Product: C1(CC1)COC=1C=C2C=C(C(=NC2=CC1)NCCNC(C)=O)CC1=C(N=C(C2=CC(=C(C=C12)OC)OC)CC)O (N-(2-(6-(cyclopropylmethoxy)-3-((1-ethyl-3-hydroxy-6,7-dimethoxyisoquinolin-4-yl)methyl)quinolin-2-ylamino)ethyl)acetamide). RXN SMILES: [CH2:1]([C:3]1[C:12]2[C:7](=[CH:8][C:9]([O:15][CH3:16])=[C:10]([O:13][CH3:14])[CH:11]=2)[CH:6]=[C:5]([OH:17])[N:4]=1)[CH3:2].Cl.Cl[CH2:20][C:21]1[C:22]([NH:36][CH2:37][CH2:38][NH:39][C:40](=[O:42])[CH3:41])=[N:23][C:24]2[C:29]([CH:30]=1)=[CH:28][C:27]([O:31][CH2:32][CH:33]1[CH2:35][CH2:34]1)=[CH:26][CH:25]=2.[Li+].[OH-]>C1COCC1>[CH:33]1([CH2:32][O:31][C:27]2[CH:28]=[C:29]3[C:24](=[CH:25][CH:26]=2)[N:23]=[C:22]([NH:36][CH2:37][CH2:38][NH:39][C:40](=[O:42])[CH3:41])[C:21]([CH2:20][C:6]2[C:7]4[C:12](=[CH:11][C:10]([O:13][CH3:14])=[C:9]([O:15][CH3:16])[CH:8]=4)[C:3]([CH2:1][CH3:2])=[N:4][C:5]=2[OH:17])=[CH:30]3)[CH2:34][CH2:35]1 |f:1.2,3.4|. Procedure details: To a solution of 1-ethyl-6,7-dimethoxyisoquinolin-3-ol SLA 47022 (128 mg, 0.55 mmol) in THF (13 mL) in a 20 mL microwave vial equipped with a magnetic stirrer was added N-(2-(3-(chloromethyl)-6-(cyclopropylmethoxy)quinolin-2-ylamino)ethyl)acetamide hydrochloride SLA 47096B (211 mg, 0.55 mmol) and 2 N aq. LiOH solution (0.55 mL, 1.10 mmol) and the mixture was stirred at 160° C. for 1.5 h under microwave irradiation. After cooling to RT, THF was then removed at 40° C. under vacuum and the residue ...